This data is from the Open Reaction Database (ORD), a public repository of structured organic reaction records. The task is: describe an organic reaction: reactants, conditions, products, and yield Yields the product COc1ccc(C(=O)Nc2cc(-c3ccc(CO)s3)ccc2[N+](=O)[O-])cc1. Starting materials: COc1ccc(C(=O)Nc2cc(-c3ccc(CO[Si](c4ccccc4)(c4ccccc4)C(C)(C)C)s3)ccc2[N+](=O)[O-])cc1, C1CCOC1, CCCC[N+](CCCC)(CCCC)CCCC, CCOC(C)=O, ClCCl, [F-]. RXN SMILES: [C:1]([Si:2]([c:3]1[cH:4][cH:5][cH:33][cH:34][cH:35]1)([O:6][CH2:7][c:8]1[cH:9][cH:10][c:11](-[c:13]2[cH:14][cH:15][c:16]([N+:30](=[O:31])[O-:32])[c:17]([NH:19][C:20]([c:21]3[cH:22][cH:23][c:24]([O:27][CH3:28])[cH:25][cH:26]3)=[O:29])[cH:18]2)[s:12]1)[c:36]1[cH:37][cH:38][cH:39][cH:40][cH:41]1)([CH3:42])([CH3:43])[CH3:44].[CH2:63]1[O:64][CH2:65][CH2:66][CH2:67]1.[CH3:46][CH2:47][CH2:48][CH2:49][N+:50]([CH2:51][CH2:52][CH2:53][CH3:54])([CH2:55][CH2:56][CH2:57][CH3:58])[CH2:59][CH2:60][CH2:61][CH3:62].[CH3:71][CH2:72][O:73][C:74]([CH3:75])=[O:76].[Cl:68][CH2:69][Cl:70].[F-:45]>>[OH:6][CH2:7][c:8]1[cH:9][cH:10][c:11](-[c:13]2[cH:14][cH:15][c:16]([N+:30](=[O:31])[O-:32])[c:17]([NH:19][C:20]([c:21]3[cH:22][cH:23][c:24]([O:27][CH3:28])[cH:25][cH:26]3)=[O:29])[cH:18]2)[s:12]1.